Dataset: the Open Reaction Database (ORD), a public repository of structured organic reaction records. Task: describe an organic reaction: reactants, conditions, products, and yield The reactants are C1(CCCC1)COC1=CC=C(C=C1)CCC(=O)OC (methyl 3-(4-cyclopentylmethyloxyphenyl)propionate), BrN1C(CCC1=O)=O (N-bromosuccinimide), BrN1C(CCC1=O)=O (NBS). The solvent is C(C)#N (acetonitrile). Conditions: time 2 hour. The product is BrC=1C=C(C=CC1OCC1CCCC1)CCC(=O)OC (methyl 3-(3-bromo-4-cyclopentylmethyloxyphenyl)propionate). Reaction SMILES: [CH:1]1([CH2:6][O:7][C:8]2[CH:13]=[CH:12][C:11]([CH2:14][CH2:15][C:16]([O:18][CH3:19])=[O:17])=[CH:10][CH:9]=2)[CH2:5][CH2:4][CH2:3][CH2:2]1.[Br:20]N1C(=O)CCC1=O>C(#N)C>[Br:20][C:13]1[CH:12]=[C:11]([CH2:14][CH2:15][C:16]([O:18][CH3:19])=[O:17])[CH:10]=[CH:9][C:8]=1[O:7][CH2:6][CH:1]1[CH2:2][CH2:3][CH2:4][CH2:5]1. Reported procedure: A solution of Intermediate 2 (1.31 g) in acetonitrile (50 ml) was added with N-bromosuccinimide (hereinafter abbreviated as “NBS”, 979 mg, KANTO), stirred at room temperature for 2 hours, then warmed to 40° C., and stirred for 3 hours. The reaction mixture was concentrated under reduced pressure, then added with ethyl acetate (200 ml) and washed successively with saturated aqueous ammonium chloride, 5% aqueous sodium sulfite, saturated aqueous sodium hydrogencarbonate and saturated brine. The or... The reactants are [H-].[Na+] (Sodium hydride), oil, ClCN1C(C=2C(C1=O)=CC=CC2)=O (N-(Chloromethyl)phthalimide), C1=CC(=CC=C1[N+](=O)[O-])O (p-nitrophenol). The solvent is CN(C=O)C (dimethylformamide), C(C)(=O)O (acetic acid). Conditions: time 3 day. The product is [N+](=O)([O-])C1=CC=C(OCN2C(C=3C(C2=O)=CC=CC3)=O)C=C1 (N-(p-Nitrophenoxymethyl)phthalimide). RXN SMILES: Cl[CH2:2][N:3]1[C:7](=[O:8])[C:6]2=[CH:9][CH:10]=[CH:11][CH:12]=[C:5]2[C:4]1=[O:13].[CH:14]1[C:19]([N+:20]([O-:22])=[O:21])=[CH:18][CH:17]=[C:16]([OH:23])[CH:15]=1.[H-].[Na+]>CN(C)C=O.C(O)(=O)C>[N+:20]([C:19]1[CH:14]=[CH:15][C:16]([O:23][CH2:2][N:3]2[C:7](=[O:8])[C:6]3=[CH:9][CH:10]=[CH:11][CH:12]=[C:5]3[C:4]2=[O:13])=[CH:17][CH:18]=1)([O-:22])=[O:21] |f:2.3|. Procedure: N-(Chloromethyl)phthalimide (4.2 g) and the yellow dye, p-nitrophenol (3.0 g) were dissolved sequentially in 100 ml of dimethylformamide (DMF). Sodium hydride (2.0 g of a 50% oil dispersion) was added and the solution stirred for three days at room temperature. The mixture was diluted with 500 ml 1% aqueous acetic acid to precipitate out the desired product: 5.6 g, m.p. 145°-148° C. Reactants: C1CCOC1, CCOC(=O)Cc1cc(Cl)c(NC(=O)c2cn(C)c3cccc(F)c23)cc1F, Cl, [Na+], [OH-]. The product is Cn1cc(C(=O)Nc2cc(F)c(CC(=O)O)cc2Cl)c2c(F)cccc21. As a reaction SMILES: [CH2:32]1[O:33][CH2:34][CH2:35][CH2:36]1.[Cl:1][c:2]1[c:3]([NH:15][C:16](=[O:17])[c:18]2[cH:19][n:20]([CH3:28])[c:21]3[cH:22][cH:23][cH:24][c:25]([F:27])[c:26]23)[cH:4][c:5]([F:14])[c:6]([CH2:8][C:9](=[O:10])[O:11][CH2:12][CH3:13])[cH:7]1.[ClH:31].[Na+:30].[OH-:29]>>[Cl:1][c:2]1[c:3]([NH:15][C:16](=[O:17])[c:18]2[cH:19][n:20]([CH3:28])[c:21]3[cH:22][cH:23][cH:24][c:25]([F:27])[c:26]23)[cH:4][c:5]([F:14])[c:6]([CH2:8][C:9](=[O:10])[OH:11])[cH:7]1. The reactants are ClCCl, COCCCN1C(=O)COc2ccc(COC3CN(C(=O)OC(C)(C)C)CCC3c3ccc(OCCCOc4ccc(F)c(F)c4)cc3)cc21, N. Product: COCCCN1C(=O)COc2ccc(COC3CNCCC3c3ccc(OCCCOc4ccc(F)c(F)c4)cc3)cc21. As a reaction SMILES: [Cl:52][CH2:53][Cl:54].[F:1][c:2]1[cH:3][c:4]([O:5][CH2:6][CH2:7][CH2:8][O:9][c:10]2[cH:11][cH:12][c:13]([CH:16]3[CH:17]([O:29][CH2:30][c:31]4[cH:32][cH:33][c:34]5[c:35]([cH:46]4)[N:36]([CH2:41][CH2:42][CH2:43][O:44][CH3:45])[C:37](=[O:40])[CH2:38][O:39]5)[CH2:18][N:19]([C:22]([O:23][C:24]([CH3:25])([CH3:26])[CH3:27])=[O:28])[CH2:20][CH2:21]3)[cH:14][cH:15]2)[cH:47][cH:48][c:49]1[F:50].[NH3:51]>>[F:1][c:2]1[cH:3][c:4]([O:5][CH2:6][CH2:7][CH2:8][O:9][c:10]2[cH:11][cH:12][c:13]([CH:16]3[CH:17]([O:29][CH2:30][c:31]4[cH:32][cH:33][c:34]5[c:35]([cH:46]4)[N:36]([CH2:41][CH2:42][CH2:43][O:44][CH3:45])[C:37](=[O:40])[CH2:38][O:39]5)[CH2:18][NH:19][CH2:20][CH2:21]3)[cH:14][cH:15]2)[cH:47][cH:48][c:49]1[F:50]. Reactants: CI, CCOC(C)=O, CC(C)(C)[O-], [K+], N#Cc1nc(-c2ccc(=O)[nH]c2)c(-c2ccccc2)nc1N, CN(C)C=O, O. Product: Cn1cc(-c2nc(C#N)c(N)nc2-c2ccccc2)ccc1=O. RXN SMILES: [CH3:23][I:24].[CH3:25][CH2:26][O:27][C:28]([CH3:29])=[O:30].[CH3:37][C:38]([CH3:39])([O-:40])[CH3:41].[K+:42].[NH2:1][c:2]1[c:3]([C:21]#[N:22])[n:4][c:5](-[c:14]2[cH:15][nH:16][c:17](=[O:20])[cH:18][cH:19]2)[c:6](-[c:8]2[cH:9][cH:10][cH:11][cH:12][cH:13]2)[n:7]1.[O:32]=[CH:33][N:34]([CH3:35])[CH3:36].[OH2:31]>>[NH2:1][c:2]1[c:3]([C:21]#[N:22])[n:4][c:5](-[c:14]2[cH:15][n:16]([CH3:25])[c:17](=[O:20])[cH:18][cH:19]2)[c:6](-[c:8]2[cH:9][cH:10][cH:11][cH:12][cH:13]2)[n:7]1. The reactants are ClC1=C2C3CCC(C2=CC=C1)C3=C(C)C (5-chloro-9-isopropylidene-1,2,3,4-tetrahydro-1,4-methano-naphthalene), O=[O+][O-] (ozone), O=[O+][O-] (ozone), C1=CC=C(C=C1)P(C2=CC=CC=C2)C3=CC=CC=C3 (PPh3). Solvent: C(Cl)Cl (CH2Cl2), CO (MeOH). Run at temperature -40 celsius. The product is ClC1=C2C3CCC(C2=CC=C1)C3=O (5-chloro-1,2,3,4-tetrahydro-1,4-methano-naphthalen-9-one). Reaction SMILES: [Cl:1][C:2]1[CH:11]=[CH:10][CH:9]=[C:8]2[C:3]=1[CH:4]1[C:12](=C(C)C)[CH:7]2[CH2:6][CH2:5]1.[O:16]=[O+][O-].C1C=CC(P(C2C=CC=CC=2)C2C=CC=CC=2)=CC=1>C(Cl)Cl.CO>[Cl:1][C:2]1[CH:11]=[CH:10][CH:9]=[C:8]2[C:3]=1[CH:4]1[C:12](=[O:16])[CH:7]2[CH2:6][CH2:5]1. Reported procedure: In a 20 liter reactor, 600 g of 5-chloro-9-isopropylidene-1,2,3,4-tetrahydro-1,4-methano-naphthalene (27.43 mol) were charged in a mixture of 13 l CH2Cl2 and 0.5 l of MeOH. The reaction mixture was cooled down at −40° C. and an ozone stream (55 kg/h) was feed until change of color. After elimination of the ozone residue, PPh3 (23.83 mol) was added and reaction mixture was heated to ambient temperature. The purification was done via chromatography. 421 g white solid product was isolated with a pu... Reactants: OC1COCC1 (3-hydroxy-tetrahydrofurane), [H-].[Na+] (sodium hydride), FC1=C(CBr)C=CC=C1 (2-fluorobenzyl bromide), [Na] (sodium). The solvent is O1CCOCC1 (dioxan), CO (methanol). Run at temperature 50 celsius. The product is FC1=C(COC2COCC2)C=CC=C1 (3-(2-fluorobenzyloxy)-tetrahydrofurane). Yield: 80.0%. As a reaction SMILES: [OH:1][CH:2]1[CH2:6][CH2:5][O:4][CH2:3]1.[H-].[Na+].[F:9][C:10]1[CH:17]=[CH:16][CH:15]=[CH:14][C:11]=1[CH2:12]Br.[Na]>O1CCOCC1.CO>[F:9][C:10]1[CH:17]=[CH:16][CH:15]=[CH:14][C:11]=1[CH2:12][O:1][CH:2]1[CH2:6][CH2:5][O:4][CH2:3]1 |f:1.2,^1:17|. Reported procedure: 8.8 g (0.1 mole) of 3-hydroxy-tetrahydrofurane were added dropwise, whilst stirring, to a mixture of 2.8 g (0.12 mole) of sodium hydride (3.5 g of 80% strength sodium hydride in paraffin oil) in 100 ml of absolute dioxan at room temperature. The mixture was then heated for 30 minutes under reflux. After cooling to 50° C., 19 g (0.1 mol) of 2-fluorobenzyl bromide were added dropwise to the sodium salt thus obtained. The mixture was then heated for 3 hours under reflux and was allowed to cool to r... Starting materials: CC[SiH](CC)CC, CN(C)CCOc1ccc2c(c1)OCC21C(=O)N(C(c2ccccc2)c2ccccc2)c2ccccc21, O=C(O)C(F)(F)F. Product: CN(C)CCOc1ccc2c(c1)OCC21C(=O)Nc2ccccc21. As a reaction SMILES: [CH2:38]([SiH:39]([CH2:40][CH3:41])[CH2:42][CH3:43])[CH3:44].[CH3:1][N:2]([CH2:3][CH2:4][O:5][c:6]1[cH:7][c:8]2[c:9]([cH:35][cH:36]1)[C:10]1([CH2:11][O:12]2)[C:13](=[O:34])[N:14]([CH:21]([c:22]2[cH:23][cH:24][cH:25][cH:26][cH:27]2)[c:28]2[cH:29][cH:30][cH:31][cH:32][cH:33]2)[c:15]2[cH:16][cH:17][cH:18][cH:19][c:20]21)[CH3:37].[OH:45][C:46]([C:47]([F:48])([F:49])[F:50])=[O:51]>>[CH3:1][N:2]([CH2:3][CH2:4][O:5][c:6]1[cH:7][c:8]2[c:9]([cH:35][cH:36]1)[C:10]1([CH2:11][O:12]2)[C:13](=[O:34])[NH:14][c:15]2[cH:16][cH:17][cH:18][cH:19][c:20]21)[CH3:37].